Dataset: the Open Reaction Database (ORD), a public repository of structured organic reaction records. Task: describe an organic reaction: reactants, conditions, products, and yield Reactants: ClC1=C(OCC=O)C=CC(=C1)Cl (2,4-dichlorophenoxyacetaldehyde), C(C(O)C1=CC=CC=C1)(=O)O (mandelic acid), [B] (boron). Solvent: CCOCC (ether). Run at time 2 hour. Yields the product ClC1=C(OCC2OC(C(O2)=O)C2=CC=CC=C2)C=CC(=C1)Cl (2-(2,4-dichlorophenoxymethyl)-5-phenyl-1,3-dioxolan-4-one). Yield: 31.8%. RXN SMILES: [Cl:1][C:2]1[CH:11]=[C:10]([Cl:12])[CH:9]=[CH:8][C:3]=1[O:4][CH2:5][CH:6]=[O:7].[C:13]([OH:23])(=[O:22])[CH:14]([C:16]1[CH:21]=[CH:20][CH:19]=[CH:18][CH:17]=1)O.[B]>CCOCC>[Cl:1][C:2]1[CH:11]=[C:10]([Cl:12])[CH:9]=[CH:8][C:3]=1[O:4][CH2:5][CH:6]1[O:23][C:13](=[O:22])[CH:14]([C:16]2[CH:21]=[CH:20][CH:19]=[CH:18][CH:17]=2)[O:7]1. Procedure: A solution containing 5.1g (0.025 mole) of 2,4-dichlorophenoxyacetaldehyde, 4.25g (0.028 mole) of mandelic acid, and 10.0g (0.07 mole) of boron trifluoide etherate in 250 ml of ether was allowed to stir for 2 hours at ambient temperature, washed with aqueous sodium carbonate and water, dried and concentrated. The residual solid was purified by silica chromatography to give 2.7g of 2-(2,4-dichlorophenoxymethyl)-5-phenyl-1,3-dioxolan-4-one, trans isomer, having a melting point of 68°-71°. The reactants are Br, O=C([O-])[O-], CS(C)=O, COC(=O)c1ccc(-c2ccc(OC)cc2N)cc1, [K+], [K+], O=N[O-], [Na+], O. Product: COC(=O)c1ccc(-c2ccc(OC)cc2Br)cc1. As a reaction SMILES: [BrH:24].[C:29](=[O:30])([O-:31])[O-:32].[CH3:25][S:26](=[O:27])[CH3:28].[CH3:5][O:6][C:7](=[O:8])[c:9]1[cH:10][cH:11][c:12](-[c:15]2[c:16]([NH2:23])[cH:17][c:18]([O:21][CH3:22])[cH:19][cH:20]2)[cH:13][cH:14]1.[K+:33].[K+:34].[N:1]([O-:2])=[O:3].[Na+:4].[OH2:35]>>[CH3:5][O:6][C:7](=[O:8])[c:9]1[cH:10][cH:11][c:12](-[c:15]2[c:16]([Br:24])[cH:17][c:18]([O:21][CH3:22])[cH:19][cH:20]2)[cH:13][cH:14]1.